Dataset: the Open Reaction Database (ORD), a public repository of structured organic reaction records. Task: describe an organic reaction: reactants, conditions, products, and yield The reactants are O=C([O-])[O-], ClC(Cl)Cl, F, F, [K+], [K+], CC(=O)NC1=C2C=CC3C4CCC(=O)C4(C)CCC3C2(C)C2OC2C1=O, C1CCOC1, C1CCOC1. The product is CC(=O)NC1=C2C=CC3C(CCC4(C)C(=O)CCC34)C2(C)C=C(F)C1=O. RXN SMILES: [C:34](=[O:35])([O-:36])[O-:37].[CH:45]([Cl:46])([Cl:47])[Cl:48].[FH:1].[FH:33].[K+:38].[K+:39].[NH:2]([C:3](=[O:4])[CH3:5])[C:6]1=[C:7]2[CH:8]=[CH:9][CH:10]3[CH:11]4[CH2:12][CH2:13][C:14](=[O:27])[C:15]4([CH3:16])[CH2:17][CH2:18][CH:19]3[C:20]2([CH3:26])[CH:21]2[CH:22]([C:23]1=[O:24])[O:25]2.[O:28]1[CH2:29][CH2:30][CH2:31][CH2:32]1.[O:40]1[CH2:41][CH2:42][CH2:43][CH2:44]1>>[F:1][C:22]1=[CH:21][C:20]2([CH3:26])[C:7](=[C:6]([NH:2][C:3](=[O:4])[CH3:5])[C:23]1=[O:24])[CH:8]=[CH:9][CH:10]1[CH:11]3[CH2:12][CH2:13][C:14](=[O:27])[C:15]3([CH3:16])[CH2:17][CH2:18][CH:19]12. Reactants: CS(=O)C (Dimethyl sulfoxide), C(C(=O)Cl)(=O)Cl (oxalyl chloride), C([O-])([O-])=O.[Na+].[Na+] (sodium carbonate), O[C@@H]1CN(CC[C@H]1C1=C(C=C(C=C1OC)OC)OC)C ((±)-trans-3-hydroxy-4-(2,4,6-trimethoxyphenyl)-1-methylpiperidine). Run in C(C)N(CC)CC (triethylamine), C(Cl)Cl (methylene chloride), O (water), C(Cl)Cl (methylene chloride). Run at temperature -30 celsius, time 7.5 minute. Product: CN1CC(C(CC1)C1=C(C=C(C=C1OC)OC)OC)=O ((+)-1-Methyl-4-(2,4,6-trimethoxyphenyl)-piperidin-3-one). Isolated yield 76.4%. As a reaction SMILES: CS(C)=O.C(Cl)(=O)C(Cl)=O.[OH:11][C@H:12]1[C@H:17]([C:18]2[C:23]([O:24][CH3:25])=[CH:22][C:21]([O:26][CH3:27])=[CH:20][C:19]=2[O:28][CH3:29])[CH2:16][CH2:15][N:14]([CH3:30])[CH2:13]1.C(=O)([O-])[O-].[Na+].[Na+]>C(Cl)Cl.O.C(N(CC)CC)C>[CH3:30][N:14]1[CH2:15][CH2:16][CH:17]([C:18]2[C:23]([O:24][CH3:25])=[CH:22][C:21]([O:26][CH3:27])=[CH:20][C:19]=2[O:28][CH3:29])[C:12](=[O:11])[CH2:13]1 |f:3.4.5|. Procedure: Dimethyl sulfoxide (35 ml) is added dropwise under nitrogen to a solution, cooled to -60° C., of oxalyl chloride (20 ml) in dry methylene chloride (500 ml), and the mixture is stirred for 5-10 minutes. A solution of (±)-trans-3-hydroxy-4-(2,4,6-trimethoxyphenyl)-1-methylpiperidine (62 g) in methylene chloride (300 ml) is then added, while the temperature of the reaction mixture is held at -60° C. After the addition, the mixture is stirred for 15 minutes and triethylamine (155 ml) is added. The r... Starting materials: COc1cc(Cl)c(OC)cc1N, FC(F)(F)c1cc(Cl)nc(-c2cnccn2)n1. Yields the product Cl, COc1cc(Nc2cc(C(F)(F)F)nc(-c3cnccn3)n2)c(OC)cc1Cl. RXN SMILES: [Cl:18][c:19]1[cH:20][c:21]([O:28][CH3:29])[c:22]([NH2:23])[cH:24][c:25]1[O:26][CH3:27].[Cl:1][c:2]1[n:3][c:4](-[c:12]2[n:13][cH:14][cH:15][n:16][cH:17]2)[n:5][c:6]([C:8]([F:9])([F:10])[F:11])[cH:7]1>>[ClH:1].[c:2]1([NH:23][c:22]2[c:21]([O:28][CH3:29])[cH:20][c:19]([Cl:18])[c:25]([O:26][CH3:27])[cH:24]2)[n:3][c:4](-[c:12]2[n:13][cH:14][cH:15][n:16][cH:17]2)[n:5][c:6]([C:8]([F:9])([F:10])[F:11])[cH:7]1. The reactants are C(C)(C)(C)NS(=O)(=O)C1=C(C=CC=C1)B(O)O ((2-(N-(tert-butyl)sulfamoyl)phenyl)boronic acid), BrC1=C(C(=C(C=C1)C=1N=CC(=NC1)N)F)OC (5-(4-bromo-2-fluoro-3-methoxyphenyl)pyrazin-2-amine). Yields the product NC=1N=CC(=NC1)C1=C(C(=C(C=C1)C=1C(=CC=CC1)S(=O)(=O)NC(C)(C)C)OC)F (4′-(5-Aminopyrazin-2-yl)-N-tert-butyl-3′-fluoro-2′-methoxybiphenyl-2-sulfonamide). RXN SMILES: [C:1]([NH:5][S:6]([C:9]1[CH:14]=[CH:13][CH:12]=[CH:11][C:10]=1B(O)O)(=[O:8])=[O:7])([CH3:4])([CH3:3])[CH3:2].Br[C:19]1[CH:24]=[CH:23][C:22]([C:25]2[N:26]=[CH:27][C:28]([NH2:31])=[N:29][CH:30]=2)=[C:21]([F:32])[C:20]=1[O:33][CH3:34]>>[NH2:31][C:28]1[N:29]=[CH:30][C:25]([C:22]2[CH:23]=[CH:24][C:19]([C:10]3[C:9]([S:6]([NH:5][C:1]([CH3:4])([CH3:3])[CH3:2])(=[O:8])=[O:7])=[CH:14][CH:13]=[CH:12][CH:11]=3)=[C:20]([O:33][CH3:34])[C:21]=2[F:32])=[N:26][CH:27]=1. Reported procedure: The title compound was prepared by a method analogous to Example 461 using (2-(N-(tert-butyl)sulfamoyl)phenyl)boronic acid and 5-(4-bromo-2-fluoro-3-methoxyphenyl)pyrazin-2-amine. MS (ESI): mass calcd. for C21H23FN4O3S, 430.15; m/z found, 431.1 [M+H]+. 1H NMR (400 MHz, CDCl3) δ 8.53-8.48 (m, 1H), 8.19 (dd, J=7.9, 1.4, 1H), 8.08 (d, J=1.5, 1H), 7.64-7.55 (m, 2H), 7.52 (m, 1H), 7.29 (dd, J=7.4, 1.4, 1H), 7.18 (dd, J=8.2, 1.4, 1H), 4.80 (s, 2H), 4.42 (s, 1H), 3.85 (d, J=1.8, 3H), 1.21 (s, 9H). The reactants are FC=1C=C2C=CC(=NC2=C(C1)OCCCOC)C (6-fluoro-8-(3-methoxypropoxy)-2-methylquinoline), [Se](=O)=O (selenium dioxide), resultant mixture. The solvent is O1CCOCC1 (dioxane), O (water). The product is FC=1C=C2C=CC(=NC2=C(C1)OCCCOC)C=O (6-fluoro-8-(3-methoxypropoxy)quinoline-2-carbaldehyde). The yield is 87.3%. RXN SMILES: [F:1][C:2]1[CH:3]=[C:4]2[C:9](=[C:10]([O:12][CH2:13][CH2:14][CH2:15][O:16][CH3:17])[CH:11]=1)[N:8]=[C:7]([CH3:18])[CH:6]=[CH:5]2.[Se](=O)=[O:20]>O1CCOCC1.O>[F:1][C:2]1[CH:3]=[C:4]2[C:9](=[C:10]([O:12][CH2:13][CH2:14][CH2:15][O:16][CH3:17])[CH:11]=1)[N:8]=[C:7]([CH:18]=[O:20])[CH:6]=[CH:5]2. Procedure: To a solution of 6-fluoro-8-(3-methoxypropoxy)-2-methylquinoline (0.22 g, 0.87 mmol) in dioxane (20 mL) and water (0.2 mL) was added selenium dioxide (0.12 g, 1.0 mmol) and the resultant mixture was heated at reflux for 5 hours. The cooled reaction mixture was filtered through a plug of Celite®, washing the solids with dichloromethane. The filtrate was concentrated under reduced pressure and the residue was purified by normal phase chromatography on silica gel (10-30% ethyl acetate/hexanes) to p... Reactants: CC1(NC(CC(C1)O)(C)C)C (2,2,6,6-tetramethy-4-piperidinol), N1(CCCCC1)O (piperidinol), C=O (formalin), [OH-].[K+] (potassium hydroxide). The solvent is C(=O)O (formic acid). Yields the product CN1C(CC(CC1(C)C)O)(C)C (1,2,2,6,6-pentamethy-4-piperidinol). Isolated yield 91.0%. As a reaction SMILES: [CH3:1][C:2]1([CH3:11])[CH2:7][CH:6]([OH:8])[CH2:5][C:4]([CH3:10])([CH3:9])[NH:3]1.N1(O)CCCC[CH2:13]1.C=O.[OH-].[K+]>C(O)=O>[CH3:13][N:3]1[C:4]([CH3:10])([CH3:9])[CH2:5][CH:6]([OH:8])[CH2:7][C:2]1([CH3:11])[CH3:1] |f:3.4|. Reported procedure: 1,2,2,6,6-pentamethy-4-piperidinol was synthesized upon reductive-amination of 2,2,6,6-tetramethy-4-piperidinol. A mixture of 2,2,6,6-tetramethyl]-piperidinol (3.55 g, 0.02 M), 37% formalin (3.3 mL) and 1 mL formic acid was heated under a reflux condensor on the steam bath for 5 h. The reaction mixture was made basic with (1.0 M) potassium hydroxide solution and the product was extracted with ether (5×50 mL). The combined extract was washed with saturated solution of potassium carbonate (2×20 mL...